Dataset: the Open Reaction Database (ORD), a public repository of structured organic reaction records. Task: describe an organic reaction: reactants, conditions, products, and yield Starting materials: [B-](F)(F)(F)F.N#[O+] (nitrosyl tetrafluoroborate), N1[C@H](C(=O)O)CCC1 (L-proline), N1=CC=CC=C1 (pyridine). Run in C(C)#N (acetonitrile), C(C)#N (acetonitrile). Product: N(=O)N1[C@H](C(=O)O)CCC1 (N-nitroso-L-proline). As a reaction SMILES: [B-](F)(F)(F)F.[N:6]#[O+:7].[NH:8]1[CH2:15][CH2:14][CH2:13][C@H:9]1[C:10]([OH:12])=[O:11].N1C=CC=CC=1>C(#N)C>[N:6]([N:8]1[CH2:15][CH2:14][CH2:13][C@H:9]1[C:10]([OH:12])=[O:11])=[O:7] |f:0.1|. Procedure: To a cooled suspension of 28.2 g. of nitrosyl tetrafluoroborate in 300 ml. of dry acetonitrile there is added, with vigorous stirring, over the course of 10 minutes, 18.4 g. of L-proline, followed by a solution of 19 g. of pyridine in 50 ml. of acetonitrile during 15 minutes. The stirring is continued for an hour and the reaction mixture is then concentrated to dryness under reduced pressure. The residue is extracted with 3×200 ml. of ethyl acetate, the ethyl acetate extracts are combined, washe... Reactants: C1CCC2=NCCCN2CC1, CCOC(C)=O, OCCCI, N#Cc1c(N)nc(SCc2csc(-c3ccc(Cl)cc3)n2)c(C#N)c1-c1cc[nH]n1, CN(C)C=O, O. Product: N#Cc1c(N)nc(SCc2csc(-c3ccc(Cl)cc3)n2)c(C#N)c1-c1ccn(CCCO)n1. RXN SMILES: [CH2:31]1[CH2:32][CH2:33][C:34]2=[N:39][CH2:38][CH2:37][CH2:36][N:35]2[CH2:40][CH2:41]1.[CH3:53][CH2:54][O:55][C:56](=[O:57])[CH3:58].[I:42][CH2:43][CH2:44][CH2:45][OH:46].[NH2:1][c:2]1[n:3][c:4]([S:17][CH2:18][c:19]2[n:20][c:21](-[c:24]3[cH:25][cH:26][c:27]([Cl:30])[cH:28][cH:29]3)[s:22][cH:23]2)[c:5]([C:15]#[N:16])[c:6](-[c:10]2[n:11][nH:12][cH:13][cH:14]2)[c:7]1[C:8]#[N:9].[O:48]=[CH:49][N:50]([CH3:51])[CH3:52].[OH2:47]>>[NH2:1][c:2]1[n:3][c:4]([S:17][CH2:18][c:19]2[n:20][c:21](-[c:24]3[cH:25][cH:26][c:27]([Cl:30])[cH:28][cH:29]3)[s:22][cH:23]2)[c:5]([C:15]#[N:16])[c:6](-[c:10]2[n:11][n:12]([CH2:43][CH2:44][CH2:45][OH:46])[cH:13][cH:14]2)[c:7]1[C:8]#[N:9]. Starting materials: C(C)OC(C(CCCCC)SC1=CC=C(C=C1)OC)=O (2-(4-methoxy-phenylsulfanyl)-heptanoic acid ethyl ester). Run in CO (methanol), [OH-].[Na+] (NaOH). Product: COC1=CC=C(C=C1)SC(C(=O)O)CCCCC (2-(4-Methoxy-phenylsulfanyl)-heptanoic acid). RXN SMILES: C([O:3][C:4](=[O:20])[CH:5]([S:11][C:12]1[CH:17]=[CH:16][C:15]([O:18][CH3:19])=[CH:14][CH:13]=1)[CH2:6][CH2:7][CH2:8][CH2:9][CH3:10])C>CO.[OH-].[Na+]>[CH3:19][O:18][C:15]1[CH:14]=[CH:13][C:12]([S:11][CH:5]([CH2:6][CH2:7][CH2:8][CH2:9][CH3:10])[C:4]([OH:20])=[O:3])=[CH:17][CH:16]=1 |f:2.3|. Reported procedure: 2-(4-Methoxy-phenylsulfanyl)-heptanoic acid was prepared starting with 2-(4-methoxy-phenylsulfanyl)-heptanoic acid ethyl ester (4 g, 13.5 mmol) dissolved in methanol (300 ml) and 10 N NaOH (25 ml). The resulting reaction mixture was worked up as outlined in example 1. Yield 3 g (83%). yellow oil. MS: 267.1 (M−H)−. Starting materials: C1(\C=C\CCCCCCCCCCCC1)=O (trans-2-cyclopentadecen-1-one), C1=CC=CC1 (cyclopentadiene), Cl(=O)(=O)(=O)O (perchloric acid), C(C1=CC=CC=C1)[C@H]1C(N([C@H](N1)C=1OC(=CC1)C)C)=O ((2S, 5S)-5-benzyl-3-methyl-2-(5-methyl-furan-2-yl)-imidazolidin-4-one). Solvent: O (water). Product: [C@H]12[C@H]3C(CCCCCCCCCCCC[C@H]3[C@@H](C=C1)C2)=O ((1R, 2R, 16S, 17R)-Tricyclo[15.2.1.0˜2,16˜]eicos-18-en-3-one). Isolated yield 88.0%. As a reaction SMILES: [C:1]1(=[O:16])[CH2:15][CH2:14][CH2:13][CH2:12][CH2:11][CH2:10][CH2:9][CH2:8][CH2:7][CH2:6][CH2:5][CH2:4][CH:3]=[CH:2]1.[CH:17]1[CH2:21][CH:20]=[CH:19][CH:18]=1.Cl(O)(=O)(=O)=O.C([C@@H]1N[C@H](C2OC(C)=CC=2)N(C)C1=O)C1C=CC=CC=1>O>[C@@H:19]12[CH2:20][C@H:21]([CH:17]=[CH:18]1)[C@H:3]1[C@@H:2]2[C:1](=[O:16])[CH2:15][CH2:14][CH2:13][CH2:12][CH2:11][CH2:10][CH2:9][CH2:8][CH2:7][CH2:6][CH2:5][CH2:4]1. Procedure details: Prepared according to general procedure A from trans-2-cyclopentadecen-1-one (100 mg, 0.45 mmol), cyclopentadiene (56 μL, 0.67 mmol), 70% aqueous perchloric acid (7.8 μL, 0.09 mmol) and (2S, 5S)-5-benzyl-3-methyl-2-(5-methyl-furan-2-yl)-imidazolidin-4-one (24.3 mg, 0.09 mmol) in water (150 μL) for 72 hours at 0° C. Purification by flash chromatography (9:1 ethyl acetate:hexanes) provided the title compound as a clear, colorless crystalline solid in 88% yield (114 mg, 0.50 mmol); 5:1 endo:exo, en... Starting materials: [N+](=O)(O)[O-].NC(=N)N (guanidine nitrate), [Na] (sodium), NC1=C(C(N(C(N1CC)=O)CC)=O)C=O (6-amino-1,3-diethyl-5-formyluracil). Solvent: C(C)O (ethanol). Reaction conditions: time 10 minute. Yields the product NC1=NC=C2C(=N1)N(C(N(C2=O)CC)=O)CC (7-amino-1,3-diethyl-pyrimido[4,5-d]pyrimidine-2,4-dione). Isolated yield 86.9%. Reaction SMILES: [Na].[N+]([O-])(O)=O.[NH2:6][C:7]([NH2:9])=[NH:8].N[C:11]1[N:16]([CH2:17][CH3:18])[C:15](=[O:19])[N:14]([CH2:20][CH3:21])[C:13](=[O:22])[C:12]=1[CH:23]=O>C(O)C>[NH2:8][C:7]1[N:9]=[C:11]2[N:16]([CH2:17][CH3:18])[C:15](=[O:19])[N:14]([CH2:20][CH3:21])[C:13](=[O:22])[C:12]2=[CH:23][N:6]=1 |f:1.2,^1:0|. Reported procedure: 0.92 g of sodium was dissolved in 50 ml of absolute ethanol, and 6.40 g (53 mmol) of guanidine nitrate was added thereto. The solution was stirred for 10 minutes and filtered with Celite filter aid. 0.98 g (4.6 mmol) of 6-amino-1,3-diethyl-5-formyluracil was added to the filtrate and the reaction mixture was refluxed for 24 hours. After removal of the solvent under reduced pressure, 30 ml of water was added thereto. The crystalline precipitate was filtered off and recrystallized from ethanol to ... Product: COCCN1CCC2=C(CC1)N=C(N2)C=2SC1=C(N2)C(=CC=C1N1CCOCC1)OC (6-(2-methoxy-ethyl)-2-(4-methoxy-7-morpholin-4-yl-benzothiazol-2-yl)-1,4,5,6,7,8-hexahydro-imidazo[4,5-d]azepine). Procedure details: 0.09 g 2-Methoxy-1-[2-(4-methoxy-7-morpholin-4-yl-benzothiazol-2-yl)-4,5,7,8-tetrahydro-1H-imidazo[4,5-d]azepin-6-yl]-ethanone in 5 ml tetrahydrofurane were reacted with 0.2 ml lithiumaluminium hydride solution (1 M in tetrahydrofurane) over night at room temperature. 5 ml ethylacetate was added followed by 5 ml water at 0–5° C. Extraction with ethylacetate and chromatography on silicagel with dichloromethane/methanol 96:4 yielded 0.047 g (53%) 6-(2-methoxy-ethyl)-2-(4-methoxy-7-morpholin-4-yl-b... Reactants: COCC(=O)N1CCC2=C(CC1)N=C(N2)C=2SC1=C(N2)C(=CC=C1N1CCOCC1)OC (2-Methoxy-1-[2-(4-methoxy-7-morpholin-4-yl-benzothiazol-2-yl)-4,5,7,8-tetrahydro-1H-imidazo[4,5-d]azepin-6-yl]-ethanone), [H-].[Al+3].[Li+].[H-].[H-].[H-] (lithiumaluminium hydride), O (water), C(C)OC(C)=O (ethylacetate). Run in O1CCCC1 (tetrahydrofurane). The yield is 53.9%. As a reaction SMILES: [CH3:1][O:2][CH2:3][C:4]([N:6]1[CH2:12][CH2:11][C:10]2[N:13]=[C:14]([C:16]3[S:17][C:18]4[C:24]([N:25]5[CH2:30][CH2:29][O:28][CH2:27][CH2:26]5)=[CH:23][CH:22]=[C:21]([O:31][CH3:32])[C:19]=4[N:20]=3)[NH:15][C:9]=2[CH2:8][CH2:7]1)=O.[H-].[Al+3].[Li+].[H-].[H-].[H-].C(OC(=O)C)C.O>O1CCCC1>[CH3:1][O:2][CH2:3][CH2:4][N:6]1[CH2:7][CH2:8][C:9]2[N:15]=[C:14]([C:16]3[S:17][C:18]4[C:24]([N:25]5[CH2:30][CH2:29][O:28][CH2:27][CH2:26]5)=[CH:23][CH:22]=[C:21]([O:31][CH3:32])[C:19]=4[N:20]=3)[NH:13][C:10]=2[CH2:11][CH2:12]1 |f:1.2.3.4.5.6|.